This data is from the Open Reaction Database (ORD), a public repository of structured organic reaction records. The task is: describe an organic reaction: reactants, conditions, products, and yield The reactants are O([Si](C)(C)C(C)(C)C)CC(CC(=O)OCC)(C=C)CO[Si](C)(C)C(C)(C)C (Ethyl 3,3-bis[(tert-butyldimethylsiloxy)methyl]-4-pentenoate), OS(=O)(=O)O (H2SO4). The solvent is C1CCOC1 (THF). Reaction conditions: time 24 hour. Product: OCC1(CC(OC1)=O)C=C (4-Hydroxymethyl-4-vinyltetrahydro-2-furanone). Isolated yield 87.9%. As a reaction SMILES: O(C[C:10]([CH2:19][O:20][Si](C(C)(C)C)(C)C)([CH:17]=[CH2:18])[CH2:11][C:12]([O:14][CH2:15]C)=[O:13])[Si](C(C)(C)C)(C)C.OS(O)(=O)=O>C1COCC1>[OH:20][CH2:19][C:10]1([CH:17]=[CH2:18])[CH2:15][O:14][C:12](=[O:13])[CH2:11]1. Procedure details: A solution of 7a (8.34 g, 20 mmol) in aqueous THF (60 mL, 1:1) was treated with concentrated H2SO4 (10 mL) and stirred at room temperature for 24 h. The mixture was concentrated under vacuum, diluted with water, and the aqueous layer was extracted with CHCl3. The combined organic layer was washed with H2O , dried (NaSO4) and concentrated. The residue was purified by flash column chromatography over silica gel with EtOAc/hexane (2:1) as eluant to give 8b (2.50 g, 88%) as an oil; IR (neat) 3452 (O...